Dataset: the Open Reaction Database (ORD), a public repository of structured organic reaction records. Task: describe an organic reaction: reactants, conditions, products, and yield Reactants: ClCC1=CC(NC(N1)=O)=O (6-chloromethyluracil), S(=O)(=O)(Cl)Cl (sulfuryl chloride), ice water. Solvent: C(C)(=O)O (acetic acid). Conditions: time 3 hour. Yields the product ClC=1C(NC(NC1CCl)=O)=O (5-chloro-6-chloromethyluracil). Isolated yield 92.0%. As a reaction SMILES: [Cl:1][CH2:2][C:3]1[NH:8][C:7](=[O:9])[NH:6][C:5](=[O:10])[CH:4]=1.S(Cl)([Cl:14])(=O)=O>C(O)(=O)C>[Cl:14][C:4]1[C:5](=[O:10])[NH:6][C:7](=[O:9])[NH:8][C:3]=1[CH2:2][Cl:1]. Reported procedure: To a suspension of 6-chloromethyluracil (163 g) in acetic acid (500 ml), sulfuryl chloride (120 ml) was added dropwise at room temperature over 20 minutes, followed by stirring at the same temperature for 3 hours. The reaction mixture was poured into ice water (500 ml), and a crystallized matter was collected by filtration, whereby 182.3 g of the title compound were obtained (yield: 92%). Starting materials: C(=O)(O)[O-].[Na+] (NaHCO3), Cl (HCl), C=O (formaldehyde), C1(=CC=CC=C1)P(Cl)C1=CC=CC=C1 (diphenyl chlorophosphine). Run at temperature 100 celsius. Yields the product OCP(C1=CC=CC=C1)(C1=CC=CC=C1)=O (Hydroxymethyl diphenylphosphine oxide). The yield is 89.0%. As a reaction SMILES: Cl.C=[O:3].[C:4]1([P:10]([C:12]2[CH:17]=[CH:16][CH:15]=[CH:14][CH:13]=2)Cl)[CH:9]=[CH:8][CH:7]=[CH:6][CH:5]=1.[C:18]([O-])(O)=[O:19].[Na+]>>[OH:19][CH2:18][P:10](=[O:3])([C:12]1[CH:17]=[CH:16][CH:15]=[CH:14][CH:13]=1)[C:4]1[CH:9]=[CH:8][CH:7]=[CH:6][CH:5]=1 |f:3.4|. Procedure details: Hydroxymethyl diphenylphosphine oxide was prepared according to Lawrence & Jackson [J. Chem. Soc., Perkin Trans. 2002, 1, 2260]. To a mixture of HCl (18.9 ml) and aqueous formaldehyde (18.9 ml, 37 wt %) was added diphenyl chlorophosphine (2.80 ml, 10.6 mmol). The reaction mixture was heated to 100° C. for 18 hours under a nitrogen atmosphere. The reaction was neutralized with aqueous NaHCO3, and the aqueous phase was extracted with CH2Cl2 (3×30 ml). The organic phase was dried with anhydrous Na2...